Dataset: the Open Reaction Database (ORD), a public repository of structured organic reaction records. Task: describe an organic reaction: reactants, conditions, products, and yield Reactants: S(=O)(Cl)Cl (Thionyl chloride), ClC=1C(=NC=C(C1)C(F)(F)F)OC1=CC(=C(OC(C(=O)O)C)C=C1)F (2-(4-(3-chloro-5-trifluoromethyl-2-pyridyloxy)-2-fluorophenoxy)propanoic acid), C1=CC=CC=C1 (benzene). The solvent is CN(C=O)C (dimethyl formamide). Run at time 3 hour. Yields the product ClC=1C(=NC=C(C1)C(F)(F)F)OC1=CC(=C(OC(C(=O)Cl)C)C=C1)F (2-(4-(3-chloro-5-trifluoromethyl-2-pyridyloxy)-2-fluorophenoxy)propanoyl chloride). As a reaction SMILES: S(Cl)([Cl:3])=O.[Cl:5][C:6]1[C:7]([O:16][C:17]2[CH:28]=[CH:27][C:20]([O:21][CH:22]([CH3:26])[C:23](O)=[O:24])=[C:19]([F:29])[CH:18]=2)=[N:8][CH:9]=[C:10]([C:12]([F:15])([F:14])[F:13])[CH:11]=1.C1C=CC=CC=1>CN(C)C=O>[Cl:5][C:6]1[C:7]([O:16][C:17]2[CH:28]=[CH:27][C:20]([O:21][CH:22]([CH3:26])[C:23]([Cl:3])=[O:24])=[C:19]([F:29])[CH:18]=2)=[N:8][CH:9]=[C:10]([C:12]([F:15])([F:14])[F:13])[CH:11]=1. Procedure: Thionyl chloride (7.24 g, 0.0608 mole) was added to a stirred solution of 2-(4-(3-chloro-5-trifluoromethyl-2-pyridyloxy)-2-fluorophenoxy)propanoic acid (21.0 g, 0.0553 mole), benzene (150 ml), and dimethyl formamide (0.3 g). Refluxing was effected for three hours. The benzene and residual thionyl chloride were removed by distillation under vacuum. The resulting amber colored oil (21 g) was shown to be the desired acid chloride by NMR and IR spectroscopy. This material was used directly in subseq... Reactants: ClC=1C(=NC=CC1)F (3-chloro-2-fluoropyridine), C([O-])([O-])=O.[Cs+].[Cs+] (cesium carbonate), Cl.Cl.N1CC(C1)C1=NC2=C(N1)C=CC(=C2)C (2-(azetidin-3-yl)-5-methyl-1H-benzo[d]imidazole dihydrochloride). The solvent is CN1CCCC1=O (NMP). Conditions: temperature 100 celsius. Product: ClC=1C(=NC=CC1)N1CC(C1)C1=NC2=C(N1)C=CC(=C2)C (2-(1-(3-chloropyridin-2-yl)azetidin-3-yl)-5-methyl-1H-benzo[d]imidazole). Isolated yield 9.6%. As a reaction SMILES: C(=O)([O-])[O-].[Cs+].[Cs+].Cl.Cl.[NH:9]1[CH2:12][CH:11]([C:13]2[NH:17][C:16]3[CH:18]=[CH:19][C:20]([CH3:22])=[CH:21][C:15]=3[N:14]=2)[CH2:10]1.[Cl:23][C:24]1[C:25](F)=[N:26][CH:27]=[CH:28][CH:29]=1>CN1C(=O)CCC1>[Cl:23][C:24]1[C:25]([N:9]2[CH2:12][CH:11]([C:13]3[NH:17][C:16]4[CH:18]=[CH:19][C:20]([CH3:22])=[CH:21][C:15]=4[N:14]=3)[CH2:10]2)=[N:26][CH:27]=[CH:28][CH:29]=1 |f:0.1.2,3.4.5|. Procedure details: To a mixture of cesium carbonate (435 mg, 1.34 mmol) and 2-(azetidin-3-yl)-5-methyl-1H-benzo[d]imidazole dihydrochloride (0.100 g, 0.384 mmol) was added NMP (1 mL) and 3-chloro-2-fluoropyridine (0.105 g, 0.798 mmol). The reaction mixture was degassed and heated to 100° C. for 1 h, then heated to 130° C. for 2 h. The reaction was diluted with EtOAc. The organic phase was washed with water (2×), brine (1×), dried over MgSO4, filtered, and concentrated. Purification by flash column chromatography o... The reactants are C(C)(C)(C)NS(=O)(=O)C1=CC=CC2=C1SC(C2)C (N-t-butyl-2,3-dihydro-2-methylbenzo[b]thiophene-7-sulfonamide), C(CCC)[Li] (n-butyl lithium), Cl (hydrochloric acid), COCBr (bromomethyl methyl ether). The solvent is O1CCCC1 (tetrahydrofuran), CCCCCC (hexane). Run at time 30 minute. Yields the product C(C)(C)(C)NS(=O)(=O)C1=C(C=CC2=C1SC(C2)C)COC (N-t-Butyl-2,3-dihydro-6-methoxymethyl-2-methylbenzo[b]thiophene-7-sulfonamide). RXN SMILES: [C:1]([NH:5][S:6]([C:9]1[C:14]2[S:15][CH:16]([CH3:18])[CH2:17][C:13]=2[CH:12]=[CH:11][CH:10]=1)(=[O:8])=[O:7])([CH3:4])([CH3:3])[CH3:2].C([Li])CCC.[CH3:24][O:25][CH2:26]Br.Cl>O1CCCC1.CCCCCC>[C:1]([NH:5][S:6]([C:9]1[C:14]2[S:15][CH:16]([CH3:18])[CH2:17][C:13]=2[CH:12]=[CH:11][C:10]=1[CH2:24][O:25][CH3:26])(=[O:7])=[O:8])([CH3:4])([CH3:2])[CH3:3]. Procedure: To a solution of 7.14 g of N-t-butyl-2,3-dihydro-2-methylbenzo[b]thiophene-7-sulfonamide in 175 ml of dry tetrahydrofuran was added 34 ml of a 1.6M hexane solution of n-butyl lithium at -40° C. to -30° C. under an inert atmosphere. The mixture was allowed to warm and was stirred at room temperature for 30 minutes. It was recooled to -30° C. and was contacted with 2.2 ml of bromomethyl methyl ether. The mixture was allowed to come to room temperature overnight and was acidified with 10 ml of 6N h... Starting materials: ClC1=C(C(=O)O)C=CC(=N1)C (2-chloro-6-methylnicotinic acid), C([O-])([O-])=O.[Cs+].[Cs+] (cesium carbonate), N1N=NC=C1 (triazole), CN[C@H]1[C@@H](CCCC1)NC ((R,R)-(−)-N,N′-dimethyl-1,2-cyclohexanediamine). Reagents/catalysts: [Co] (cobalt), [Cu](I)I (copper iodide). The solvent is CCOCC (ether), O (H2O), O (H2O), O1CCOCC1 (dioxane). Run at temperature 100 celsius. Product: CC1=NC(=C(C(=O)O)C=C1)N1N=CC=N1 (6-Methyl-2-[1,2,3]triazol-2-yl-nicotinic acid). Yield: 20.0%. As a reaction SMILES: Cl[C:2]1[N:10]=[C:9]([CH3:11])[CH:8]=[CH:7][C:3]=1[C:4]([OH:6])=[O:5].C(=O)([O-])[O-].[Cs+].[Cs+].[NH:18]1[CH:22]=[CH:21][N:20]=[N:19]1.CN[C@@H]1CCCC[C@H]1NC>CCOCC.O.[Cu](I)I.[Co].O1CCOCC1>[CH3:11][C:9]1[CH:8]=[CH:7][C:3]([C:4]([OH:6])=[O:5])=[C:2]([N:19]2[N:20]=[CH:21][CH:22]=[N:18]2)[N:10]=1 |f:1.2.3|. Procedure details: To a 100 ml round bottom flask containing 2-chloro-6-methylnicotinic acid (3 g, 17.4 mmol), copper iodide (0.16 g, 0.5 mol %), and cesium carbonate (11.4 g, 35 mmol) was added a mixture of dioxane (20 mL) and H2O (0.1 ml, 5.25 mmol). Next triazole (2.03 mL, 35 mmol) and finally (R,R)-(−)-N,N′-dimethyl-1,2-cyclohexanediamine ligand (0.56 mL, 3.5 mmol) were added. The resulting clumpy yellow slurry was stirred until evenly dispersed. Upon heating to 100° C. the reaction mixture changed from a yell...